From a dataset of the Open Reaction Database (ORD), a public repository of structured organic reaction records. describe an organic reaction: reactants, conditions, products, and yield The reactants are ClC=1N=CNC1Cl (4,5-Dichloroimidazole), [OH-].[K+] (Potassium hydroxide), BrCCCCCCCCCC (1-bromodecane), [K+].[Br-] (KBr), BrCC1=CC2=CC=CC=C2C=C1 (2-bromomethylnaphthalene). Run in C(C)#N (acetonitrile). Reaction conditions: time 0.5 hour. The product is [Br-].C(CCCCCCCCC)C1=C(C(=CC2=CC=CC=C12)C)[N+]1=CNC(=C1Cl)Cl (1-decyl-3-methylnaphthyl-4,5-dichloroimidazolium bromide). Reaction SMILES: [Cl:1][C:2]1[N:3]=[CH:4][NH:5][C:6]=1[Cl:7].[OH-].[K+].[Br:10][CH2:11][CH2:12][CH2:13][CH2:14][CH2:15][CH2:16][CH2:17][CH2:18][CH2:19][CH3:20].[K+].[Br-].Br[CH2:24][C:25]1[CH:34]=[CH:33][C:32]2[C:27](=[CH:28][CH:29]=[CH:30][CH:31]=2)[CH:26]=1>C(#N)C>[Br-:10].[CH2:11]([C:33]1[C:32]2[C:27](=[CH:28][CH:29]=[CH:30][CH:31]=2)[CH:26]=[C:25]([CH3:24])[C:34]=1[N+:3]1[C:2]([Cl:1])=[C:6]([Cl:7])[NH:5][CH:4]=1)[CH2:12][CH2:13][CH2:14][CH2:15][CH2:16][CH2:17][CH2:18][CH2:19][CH3:20] |f:1.2,4.5,8.9|. Procedure details: 4,5-Dichloroimidazole (1.23 g, 9 mmol) will be dissolved into acetonitrile. Potassium hydroxide (0.61 g, 9.9 mmol) will be added and the mixture will be allowed to stir for 0.5 h. 1-bromodecane (9 mmol) will be added and the solution will be allowed to reflux overnight. The solution will be filtered hot to remove a white precipitate (presumed to be KBr) and 2-bromomethylnaphthalene (1.98 g, 9 mmol) will be added and the mixture will be returned to reflux overnight. The mixture will be allowed to... The reactants are O (water), C([O-])([O-])=O.[K+].[K+] (potassium carbonate), CI (methyl iodide), ClC1=CC=C(C(=O)C2=CC=C(CN3C=NC4=C3C(NN=C4Cl)=O)C=C2)C=C1 (1-[4-(4-chlorobenzoyl)benzyl]-4-chloroimidazo[4,5-d]pyridazin-7(6H)-one). Run in CN(C)C=O (DMF). Conditions: time 65 hour. Product: ClC1=CC=C(C(=O)C2=CC=C(CN3C=NC4=C3C(N(N=C4Cl)C)=O)C=C2)C=C1 (1-[4-(4-Chlorobenzoyl)benzyl]-4-chloro-6-methyl-imidazo[4,5-d]pyridazin-7(6H)-one). The yield is 65.7%. As a reaction SMILES: [Cl:1][C:2]1[CH:27]=[CH:26][C:5]([C:6]([C:8]2[CH:25]=[CH:24][C:11]([CH2:12][N:13]3[C:17]4[C:18](=[O:23])[NH:19][N:20]=[C:21]([Cl:22])[C:16]=4[N:15]=[CH:14]3)=[CH:10][CH:9]=2)=[O:7])=[CH:4][CH:3]=1.[C:28](=O)([O-])[O-].[K+].[K+].CI.O>CN(C=O)C>[Cl:1][C:2]1[CH:27]=[CH:26][C:5]([C:6]([C:8]2[CH:25]=[CH:24][C:11]([CH2:12][N:13]3[C:17]4[C:18](=[O:23])[N:19]([CH3:28])[N:20]=[C:21]([Cl:22])[C:16]=4[N:15]=[CH:14]3)=[CH:10][CH:9]=2)=[O:7])=[CH:4][CH:3]=1 |f:1.2.3|. Reported procedure: In DMF (15 ml) was dissolved 1-[4-(4-chlorobenzoyl)benzyl]-4-chloroimidazo[4,5-d]pyridazin-7(6H)-one (963 mg) followed by addition of potassium carbonate (985 mg). Then, methyl iodide (0.45 ml) was added and the mixture was stirred at room temperature for 65 hours. To this reaction mixture was added water (50 ml) and the resulting crystals were harvested by filtration. This crystal crop was purified by silica gel column chromatography (stationary phase 30 g; dichloromethane: ether=1:0-3:1) to pr... Starting materials: ClC=1C=C(CN2CC(OCC2)CN)C=CC1Cl ([4-(3,4-Dichlorobenzyl)morpholin-2-yl]methylamine), Intermediate 19, ClC=1SC(=CC1)CCl (2-chloro-5-(chloromethyl)thiophene). Product: ClC1=CC=C(S1)CN1CC(OCC1)CN (1-{4-[(5-Chlorothien-2-yl)methyl]morpholin-2-yl}methanamine). Reaction SMILES: Cl[C:2]1[CH:3]=[C:4](C=C[C:16]=1[Cl:17])[CH2:5][N:6]1[CH2:11][CH2:10][O:9][CH:8]([CH2:12][NH2:13])[CH2:7]1.ClC1[S:20]C(CCl)=CC=1>>[Cl:17][C:16]1[S:20][C:4]([CH2:5][N:6]2[CH2:11][CH2:10][O:9][CH:8]([CH2:12][NH2:13])[CH2:7]2)=[CH:3][CH:2]=1. Reported procedure: Intermediate 13 was prepared in an analogous manner to Intermediate 1 (Alternative procedure) from Intermediate 19 and 2-chloro-5-(chloromethyl)thiophene, followed by a deprotection reaction yielding the title compound. The reactants are O (water), C(C)(=S)[O-].[K+] (Potassium thioacetate), Cl.N1=C(C=CC=C1)CCl (2-picolyl chloride hydrochloride), C([O-])([O-])=O.[K+].[K+] (potassium carbonate). The solvent is CN(C)C=O (DMF). Yields the product C(C)(=S)OCC1=NC=CC=C1 (2-picolyl thioacetate). Yield: 91.3%. As a reaction SMILES: [C:1]([O-:4])(=[S:3])[CH3:2].[K+].Cl.[N:7]1[CH:12]=[CH:11][CH:10]=[CH:9][C:8]=1[CH2:13]Cl.C(=O)([O-])[O-].[K+].[K+].O>CN(C=O)C>[C:1]([O:4][CH2:13][C:8]1[CH:9]=[CH:10][CH:11]=[CH:12][N:7]=1)(=[S:3])[CH3:2] |f:0.1,2.3,4.5.6|. Reported procedure: Potassium thioacetate (8.4 g, 73 mmol), 2-picolyl chloride hydrochloride 1 (6.0 g, 37 mmol) and potassium carbonate (5.0 g, 37 mmol) were stirred in DMF (35 mL) at room temperature (20-22°) for 18 h. The reaction mixture was poured into water (200 mL). The resultant mixture was extracted with Et2O (2×50 mL). The combined organic phases were washed with water and brine, dried (MgSO4), filtered and concentrated to give 2-picolyl thioacetate as a pale brown liquid (5.65 g). The product was used wit... Starting materials: CC(C)(C)OC(=O)N1CCC(Oc2cc(C(C)(C)C)ccc2C(=O)Nc2cnccc2C(=O)Nc2ccc(Cl)cn2)CC1, COc1ccccc1, ClCCl, O=C(O)C(F)(F)F. Product: CC(C)(C)c1ccc(C(=O)Nc2cnccc2C(=O)Nc2ccc(Cl)cn2)c(OC2CCNCC2)c1. Reaction SMILES: [C:1]([O:2][C:3](=[O:4])[N:8]1[CH2:9][CH2:10][CH:11]([O:14][c:15]2[c:16]([C:17](=[O:18])[NH:19][c:20]3[cH:21][n:22][cH:23][cH:24][c:25]3[C:26](=[O:27])[NH:28][c:29]3[n:30][cH:31][c:32]([Cl:35])[cH:33][cH:34]3)[cH:36][cH:37][c:38]([C:40]([CH3:41])([CH3:42])[CH3:43])[cH:39]2)[CH2:12][CH2:13]1)([CH3:5])([CH3:6])[CH3:7].[CH3:44][O:45][c:46]1[cH:47][cH:48][cH:49][cH:50][cH:51]1.[Cl:59][CH2:60][Cl:61].[OH:52][C:53]([C:54]([F:55])([F:56])[F:57])=[O:58]>>[NH:8]1[CH2:9][CH2:10][CH:11]([O:14][c:15]2[c:16]([C:17](=[O:18])[NH:19][c:20]3[cH:21][n:22][cH:23][cH:24][c:25]3[C:26](=[O:27])[NH:28][c:29]3[n:30][cH:31][c:32]([Cl:35])[cH:33][cH:34]3)[cH:36][cH:37][c:38]([C:40]([CH3:41])([CH3:42])[CH3:43])[cH:39]2)[CH2:12][CH2:13]1. Starting materials: C(C1=CC=CC=C1)N1CCC(CC1)N1C(NC2=C(CC1)C=CC=C2F)=O (3-(1-benzyl-piperidin-4-yl)-9-fluoro-1,3,4,5-tetrahydro-benzo[d][1,3]diazepin-2-one). Reagents/catalysts: [Pd] (palladium on charcoal). Solvent: CO (MeOH). Yields the product FC1=CC=CC2=C1NC(N(CC2)C2CCNCC2)=O (9-fluoro-3-piperidin-4-yl-1,3,4,5-tetrahydro-benzo[d][1,3]diazepin-2-one). As a reaction SMILES: C([N:8]1[CH2:13][CH2:12][CH:11]([N:14]2[CH2:20][CH2:19][C:18]3[CH:21]=[CH:22][CH:23]=[C:24]([F:25])[C:17]=3[NH:16][C:15]2=[O:26])[CH2:10][CH2:9]1)C1C=CC=CC=1>CO.[Pd]>[F:25][C:24]1[C:17]2[NH:16][C:15](=[O:26])[N:14]([CH:11]3[CH2:10][CH2:9][NH:8][CH2:13][CH2:12]3)[CH2:20][CH2:19][C:18]=2[CH:21]=[CH:22][CH:23]=1. Procedure details: 13.7 g (38.8 mmol) 3-(1-benzyl-piperidin-4-yl)-9-fluoro-1,3,4,5-tetrahydro-benzo[d][1,3]diazepin-2-one in 100 mL MeOH were shaken with 2.00 g palladium on charcoal (Pd/C 10%) under a hydrogen atmosphere (3 bar) at RT. The catalyst was filtered off and the solvent was evaporated down. The residue was purified by flash chromatography. The fractions containing the product were combined and evaporated down. The residue was stirred with DIPE/EtOAc, suction filtered and dried. RXN SMILES: [N:1]12[CH2:2][CH:3]([NH:9][C:10]([c:11]3[cH:12][c:13]([N+:18]([O-:19])=[O:20])[c:14]([I:17])[cH:15][cH:16]3)=[O:21])[CH:4]([CH2:5][CH2:6]1)[CH2:7][CH2:8]2.[O:27]=[CH:28][N:29]([CH3:30])[CH3:31].[OH2:22].[OH2:23].[Sn:24]([Cl:25])[Cl:26]>>[N:1]12[CH2:2][CH:3]([NH:9][C:10]([c:11]3[cH:12][c:13]([NH2:18])[c:14]([I:17])[cH:15][cH:16]3)=[O:21])[CH:4]([CH2:5][CH2:6]1)[CH2:7][CH2:8]2. Product: Nc1cc(C(=O)NC2CN3CCC2CC3)ccc1I. The reactants are O=C(NC1CN2CCC1CC2)c1ccc(I)c([N+](=O)[O-])c1, CN(C)C=O, O, O, Cl[Sn]Cl.